From a dataset of the Open Reaction Database (ORD), a public repository of structured organic reaction records. describe an organic reaction: reactants, conditions, products, and yield Reported procedure: To an ice-cold solution of 17.2 g of 8-(4-amino-2-sulfobenzamido)-1,3,6-naphthalenetrisulfonic acid, tetrasodium salt, and 5.24 g of sodium acetate trihydrate in 100 ml of water was added 6.87 g of 4-nitro-2-sulfobenzoic anhydride. The mixture was stirred for 10 minutes, and filtered through diatomaceous earth. The filtrate was poured into 750 ml of absolute ethanol with vigorous stirring and cooled in an ice bath. The solid was recovered by filtration, washed with ethanol and ether and evaporat... The reactants are ice, NC1=CC(=C(C(=O)NC=2C=C(C=C3C=C(C=C(C23)S(=O)(=O)O)S(=O)(=O)O)S(=O)(=O)O)C=C1)S(=O)(=O)O (8-(4-amino-2-sulfobenzamido)-1,3,6-naphthalenetrisulfonic acid), C1C=CN(C=C1C(=O)N)C2C(C(C(O2)COP(=O)([O-])OP(=O)([O-])OCC3C(C(C(O3)N4C=NC5=C4N=CN=C5N)OP(=O)([O-])[O-])O)O)O.[Na+].[Na+].[Na+].[Na+] (tetrasodium), O.O.O.C(C)(=O)[O-].[Na+] (sodium acetate trihydrate), [N+](=O)([O-])C1=CC(=C(C(=O)OC(C2=C(C=C(C=C2)[N+](=O)[O-])S(=O)(=O)O)=O)C=C1)S(=O)(=O)O (4-nitro-2-sulfobenzoic anhydride). Run at time 10 minute. The yield is 165.3%. Solvent: O (water). The product is [N+](=O)([O-])C1=CC(=C(C(=O)NC2=CC(=C(C(=O)NC=3C=C(C=C4C=C(C=C(C34)S(=O)(=O)O)S(=O)(=O)O)S(=O)(=O)O)C=C2)S(=O)(=O)O)C=C1)S(=O)(=O)O (8-[4-(4-nitro-2-sulfobenzamido)-2-sulfobenzamido]-1,3,6-naphthalenetrisulfonic acid). RXN SMILES: [NH2:1][C:2]1[CH:32]=[CH:31][C:5]([C:6]([NH:8][C:9]2[CH:10]=[C:11]([S:27]([OH:30])(=[O:29])=[O:28])[CH:12]=[C:13]3[C:18]=2[C:17]([S:19]([OH:22])(=[O:21])=[O:20])=[CH:16][C:15]([S:23]([OH:26])(=[O:25])=[O:24])=[CH:14]3)=[O:7])=[C:4]([S:33]([OH:36])(=[O:35])=[O:34])[CH:3]=1.C1C(C(N)=O)=CN(C2OC(COP(OP(OCC3OC(N4C5N=CN=C(N)C=5N=C4)C(OP([O-])([O-])=O)C3O)([O-])=O)([O-])=O)C(O)C2O)C=C1.[Na+].[Na+].[Na+].[Na+].O.O.O.C([O-])(=O)C.[Na+].[N+](C1C=CC(C([O:106][C:107](=O)[C:108]2[CH:113]=[CH:112][C:111]([N+:114]([O-:116])=[O:115])=[CH:110][C:109]=2[S:117]([OH:120])(=[O:119])=[O:118])=O)=C(S(O)(=O)=O)C=1)([O-])=O>O>[N+:114]([C:111]1[CH:112]=[CH:113][C:108]([C:107]([NH:1][C:2]2[CH:32]=[CH:31][C:5]([C:6]([NH:8][C:9]3[CH:10]=[C:11]([S:27]([OH:30])(=[O:28])=[O:29])[CH:12]=[C:13]4[C:18]=3[C:17]([S:19]([OH:22])(=[O:21])=[O:20])=[CH:16][C:15]([S:23]([OH:26])(=[O:24])=[O:25])=[CH:14]4)=[O:7])=[C:4]([S:33]([OH:36])(=[O:35])=[O:34])[CH:3]=2)=[O:106])=[C:109]([S:117]([OH:120])(=[O:118])=[O:119])[CH:110]=1)([O-:116])=[O:115] |f:1.2.3.4.5,6.7.8.9.10|. Reactants: Cl (HCl), atmosphere, [Na] (sodium), ice water, 16, BrC(C(=O)O)CCCCCCCCCCCCCC (bromohexadecanoic acid), C(C)(=S)O (thioacetic acid), [OH-].[Na+] (NaOH). Run in CO (methanol). Run at time 10 minute. The product is SCCCCCCCCCCCCCCCC(=O)O (16-Mercaptohexadecanoic acid). Isolated yield 97.0%. As a reaction SMILES: [Na].C(O)(=[S:4])C.Br[CH:7]([CH2:11][CH2:12][CH2:13][CH2:14][CH2:15][CH2:16][CH2:17][CH2:18][CH2:19][CH2:20][CH2:21][CH2:22][CH2:23][CH3:24])[C:8]([OH:10])=[O:9].[OH-].[Na+].Cl>CO>[SH:4][CH2:24][CH2:23][CH2:22][CH2:21][CH2:20][CH2:19][CH2:18][CH2:17][CH2:16][CH2:15][CH2:14][CH2:13][CH2:12][CH2:11][CH2:7][C:8]([OH:10])=[O:9] |f:3.4,^1:0|. Procedure: Under inert atmosphere 2.0 gr of sodium metal suspension (40% in mineral oil) were slowly added to 100 ml of dry methanol at 0° C. At the end of the addition reaction mixture was stirred for 10 min at RT and 1.75 ml (21.58 mmole) of thioacetic acid were added. After additional 10 min of stirring, 30 ml degassed methanolic solution of 6.1 gr (18.19 mmole) of 16 bromohexadecanoic acid were added. The resulted mixture was refluxed for 15 hrs, after which, allowed to cool to RT and 50 ml of degassed... Reactants: OCCOCCO, COC1(OC)CCC2=C(CC(C)C3C2CCC2(C)C(=O)CCC32)C1, [K+], NN, [OH-], O. Product: COC1(OC)CCC2=C(CC(C)C3C2CCC2(C)CCCC32)C1. RXN SMILES: [CH2:30]([OH:31])[CH2:32][O:33][CH2:34][CH2:35][OH:36].[CH3:6][O:7][C:8]1([O:28][CH3:29])[CH2:9][C:10]2=[C:23]([CH:22]3[CH:13]([CH:12]([CH3:27])[CH2:11]2)[CH:14]2[CH2:15][CH2:16][C:17](=[O:26])[C:18]2([CH3:19])[CH2:20][CH2:21]3)[CH2:24][CH2:25]1.[K+:2].[NH2:4][NH2:5].[OH-:1].[OH2:3]>>[CH3:6][O:7][C:8]1([O:28][CH3:29])[CH2:9][C:10]2=[C:23]([CH:22]3[CH:13]([CH:12]([CH3:27])[CH2:11]2)[CH:14]2[CH2:15][CH2:16][CH2:17][C:18]2([CH3:19])[CH2:20][CH2:21]3)[CH2:24][CH2:25]1. Starting materials: CCOC(=O)N=NC(=O)OCC, C1CCOC1, CCOC(=O)c1ccc(O)cc1, c1ccc(P(c2ccccc2)c2ccccc2)cc1, OCc1cnccn1. Yields the product CCOC(=O)c1ccc(OCc2cnccn2)cc1. RXN SMILES: [O:40]=[C:41]([O:42][CH2:43][CH3:44])[N:45]=[N:46][C:47]([O:48][CH2:49][CH3:50])=[O:51].[O:52]1[CH2:53][CH2:54][CH2:55][CH2:56]1.[OH:9][c:10]1[cH:11][cH:12][c:13]([C:14](=[O:15])[O:16][CH2:17][CH3:18])[cH:19][cH:20]1.[c:21]1([P:22]([c:23]2[cH:24][cH:25][cH:26][cH:27][cH:28]2)[c:29]2[cH:30][cH:31][cH:32][cH:33][cH:34]2)[cH:35][cH:36][cH:37][cH:38][cH:39]1.[n:1]1[c:2]([CH2:7][OH:8])[cH:3][n:4][cH:5][cH:6]1>>[n:1]1[c:2]([CH2:7][O:8][c:10]2[cH:11][cH:12][c:13]([C:14](=[O:15])[O:16][CH2:17][CH3:18])[cH:19][cH:20]2)[cH:3][n:4][cH:5][cH:6]1. Reaction SMILES: CS(C)=O.FC(F)(F)S(O[C:11]1[CH:32]=[CH:31][CH:30]=[CH:29][C:12]=1[C:13]([C:15]1[CH:20]=[CH:19][CH:18]=[CH:17][C:16]=1OS(C(F)(F)F)(=O)=O)=[O:14])(=O)=O.[C:35]1([PH:41](=[O:48])[C:42]2[CH:47]=[CH:46][CH:45]=[CH:44][CH:43]=2)[CH:40]=[CH:39][CH:38]=[CH:37][CH:36]=1.C(N(CC)[CH:53]([CH3:55])[CH3:54])(C)C>C([O-])(=O)C.[Pd+2].C([O-])(=O)C.C1(P(C2C=CC=CC=2)CCCCP(C2C=CC=CC=2)C2C=CC=CC=2)C=CC=CC=1.CO.C(Cl)Cl>[C:35]1([P:41]([C:42]2[CH:47]=[CH:46][CH:45]=[CH:44][CH:43]=2)([C:11]2[CH:32]=[CH:31][CH:30]=[CH:29][C:12]=2[C:13]([C:15]2[CH:20]=[CH:19][CH:18]=[CH:17][C:16]=2[P:41]([C:54]2[CH:53]=[CH:55][CH:47]=[CH:42][CH:43]=2)([C:35]2[CH:40]=[CH:39][CH:38]=[CH:37][CH:36]=2)=[O:48])=[O:14])=[O:48])[CH:36]=[CH:37][CH:38]=[CH:39][CH:40]=1 |f:4.5.6|. Starting materials: C(C)(C)N(C(C)C)CC (N,N-diisopropylethylamine), resultant solution, CS(=O)C (dimethylsulfoxide), FC(S(=O)(=O)OC1=C(C(=O)C2=C(C=CC=C2)OS(=O)(=O)C(F)(F)F)C=CC=C1)(F)F (2,2′-bis(trifluoromethanesulfonyloxy)benzophenone), C1(=CC=CC=C1)P(C1=CC=CC=C1)=O (diphenylphosphine oxide). Reagents/catalysts: C(C)(=O)[O-].[Pd+2].C(C)(=O)[O-] (palladium acetate), C1(=CC=CC=C1)P(CCCCP(C1=CC=CC=C1)C1=CC=CC=C1)C1=CC=CC=C1 (1,4-bis(diphenylphosphino)butane). The yield is 108.1%. The product is C1(=CC=CC=C1)P(=O)(C1=C(C(=O)C2=C(C=CC=C2)P(=O)(C2=CC=CC=C2)C2=CC=CC=C2)C=CC=C1)C1=CC=CC=C1 (2,2′-bis{diphenylphosphinyl}benzophenone). Run in C(Cl)Cl (methylene chloride), CO (methanol). Procedure: Into 5 ml of dimethylsulfoxide were dissolved 191.3 mg (0.4 mmol) of 2,2′-bis(trifluoromethanesulfonyloxy)benzophenone, 9.0 mg (0.04 mmol) of palladium acetate, 17.0 mg (0.04 mmol) of 1,4-bis(diphenylphosphino)butane, and 310 mg (1.2 mmol) of diphenylphosphine oxide, and further thereto was added 191.3 mg (0.4 mmol) of N,N-diisopropylethylamine. The resultant solution was stirred at 100° C. for 18 hours. The reaction mixture was cooled to room temperature, and 10 ml of methylene chloride was add... The reactants are COC(=O)C1CC(N2CCC(NC(=O)c3[nH]c(C)c(Cl)c3Cl)CC2)CN1C(=O)OC(C)(C)C, Cl, C1COCCO1. Yields the product COC(=O)C1CC(N2CCC(NC(=O)c3[nH]c(C)c(Cl)c3Cl)CC2)CN1. As a reaction SMILES: [Cl:1][c:2]1[c:3]([C:9](=[O:10])[NH:11][CH:12]2[CH2:13][CH2:14][N:15]([CH:18]3[CH2:19][CH:20]([C:30](=[O:31])[O:32][CH3:33])[N:21]([C:23]([O:24][C:25]([CH3:26])([CH3:27])[CH3:28])=[O:29])[CH2:22]3)[CH2:16][CH2:17]2)[nH:4][c:5]([CH3:8])[c:6]1[Cl:7].[ClH:34].[O:35]1[CH2:36][CH2:37][O:38][CH2:39][CH2:40]1>>[Cl:1][c:2]1[c:3]([C:9](=[O:10])[NH:11][CH:12]2[CH2:13][CH2:14][N:15]([CH:18]3[CH2:19][CH:20]([C:30](=[O:31])[O:32][CH3:33])[NH:21][CH2:22]3)[CH2:16][CH2:17]2)[nH:4][c:5]([CH3:8])[c:6]1[Cl:7]. Reactants: c1ccc(Cc2ccc(NCc3cccnc3)cc2)cc1, CC(Cl)Cl, O=S(=O)(Cl)CC(F)(F)F, [K+], [K+], O=C([O-])[O-], c1ccncc1. The product is O=S(=O)(CC(F)(F)F)N(Cc1cccnc1)c1ccc(Cc2ccccc2)cc1. As a reaction SMILES: [CH2:1]([c:2]1[cH:3][cH:4][cH:5][cH:6][cH:7]1)[c:8]1[cH:9][cH:10][c:11]([NH:14][CH2:15][c:16]2[cH:17][n:18][cH:19][cH:20][cH:21]2)[cH:12][cH:13]1.[Cl:43][CH:44]([Cl:45])[CH3:46].[F:28][C:29]([CH2:30][S:31](=[O:32])(=[O:33])[Cl:34])([F:35])[F:36].[K+:37].[K+:38].[O-:39][C:40]([O-:41])=[O:42].[cH:22]1[cH:23][cH:24][n:25][cH:26][cH:27]1>>[CH2:1]([c:2]1[cH:3][cH:4][cH:5][cH:6][cH:7]1)[c:8]1[cH:9][cH:10][c:11]([N:14]([CH2:15][c:16]2[cH:17][n:18][cH:19][cH:20][cH:21]2)[S:31]([CH2:30][C:29]([F:28])([F:35])[F:36])(=[O:32])=[O:33])[cH:12][cH:13]1. The reactants are C(C1=CC=CC=C1)O (benzyl alcohol), C1(=CC=C(C=C1)S(=O)(=O)O)C (p-toluenesulfonic acid), Compound. Run in O1CCCC1 (tetrahydrofuran), CN(C=O)C (dimethylformamide). Run at time 24 hour. Product: C(C1=CC=CC=C1)OCC1=CC=CC=C1 (benzyl ether). As a reaction SMILES: [CH2:1]([OH:8])[C:2]1[CH:7]=[CH:6][CH:5]=[CH:4][CH:3]=1.[C:9]1([CH3:19])[CH:14]=[CH:13][C:12](S(O)(=O)=O)=[CH:11][CH:10]=1>O1CCCC1.CN(C)C=O>[CH2:1]([O:8][CH2:19][C:9]1[CH:14]=[CH:13][CH:12]=[CH:11][CH:10]=1)[C:2]1[CH:7]=[CH:6][CH:5]=[CH:4][CH:3]=1. Procedure details: In a manner similar to that described in Example I, 0.68 ml of benzyl alcohol and 7 mg of p-toluenesulfonic acid are added to a solution of 350 mg of Compound Z-1(DMTD) in a mixture of 7 ml of tetrahydrofuran and 3 ml of dimethylformamide and the mixture stirred at room temperature for 24 hours. At the end the volatiles are removed in vacuo to obtain a residue which is purified on a preparative HPLC column using water/acetonitrile (40/60) as eluant. The appropriate fractions are combined and lyo... Reactants: resultant mixture, C(C)(=O)OCC (ethyl acetate), BrC(=NO)Br (dibromoformaldoxime), C(O)([O-])=O.[K+] (potassium hydrogencarbonate), C#CC(CC)O (1-pentyn-3-ol). Run in O (water), O (water). The product is BrC1=NOC(=C1)C(CC)O (3-bromo-5-(1-hydroxypropyl)isoxazole). RXN SMILES: C(OCC)(=O)C.C(=O)([O-])O.[K+].[CH:12]#[C:13][CH:14]([OH:17])[CH2:15][CH3:16].[Br:18][C:19](Br)=[N:20][OH:21]>O>[Br:18][C:19]1[CH:12]=[C:13]([CH:14]([OH:17])[CH2:15][CH3:16])[O:21][N:20]=1 |f:1.2|. Procedure: Added to 800 ml of ethyl acetate were 8 ml of water, 60.0 g (0.6 mol) of potassium hydrogencarbonate and 73.5 g (0.88 mol) of 1-pentyn-3-ol. Under stirring, 40.5 g (0.2 mol) of dibromoformaldoxime were added at room temperature over 3 hours. After the resultant mixture was stirred at room temperature for 16 hours, water was added and the reaction product was extracted with ethyl acetate. Subsequent to concentration, 3-bromo-5-(1-hydroxypropyl)isoxazole was obtained as oil. It was distilled to co...